Dataset: the Open Reaction Database (ORD), a public repository of structured organic reaction records. Task: describe an organic reaction: reactants, conditions, products, and yield Reactants: [H-].[Na+] (sodium hydride), N1CCC(CC1)CO (piperidin-4-ylmethanol), ClC1=NN=CC2=C1C(=NO2)C2=CC=CC=C2 (4-chloro-3-phenylisoxazolo[4.5-d]pyridazine). Solvent: CN(C=O)C (N,N-dimethylformamide). Run at time 30 minute. The product is C1(=CC=CC=C1)C1=NOC2=C1C(=NN=C2)OCC2CCNCC2 (3-phenyl-4-(4-piperidinylmethoxy)isoxazolo[4,5-d]pyridazine). Reaction SMILES: [H-].[Na+].[NH:3]1[CH2:8][CH2:7][CH:6]([CH2:9][OH:10])[CH2:5][CH2:4]1.Cl[C:12]1[C:17]2[C:18]([C:21]3[CH:26]=[CH:25][CH:24]=[CH:23][CH:22]=3)=[N:19][O:20][C:16]=2[CH:15]=[N:14][N:13]=1>CN(C)C=O>[C:21]1([C:18]2[C:17]3[C:12]([O:10][CH2:9][CH:6]4[CH2:7][CH2:8][NH:3][CH2:4][CH2:5]4)=[N:13][N:14]=[CH:15][C:16]=3[O:20][N:19]=2)[CH:22]=[CH:23][CH:24]=[CH:25][CH:26]=1 |f:0.1|. Reported procedure: To sodium hydride (95% dispersion in mineral oil, 0.043 g) in N,N-dimethylformamide (6 mL) at 0° C. was added piperidin-4-ylmethanol (0.206 g). After stirring for 30 minutes, the compound prepared in Example 82 was added. The ice bath was removed and the reaction mixture was stirred at room temperature for two hours. The reaction mixture was then diluted with saturated a sodium bicarbonate solution and extracted with dichloromethane. The organics were dried over anhydrous magnesium sulfate and c... The reactants are O (water), COC(C(C(C1=CC=NC=C1)=O)C1=CC=C(C=C1)OC)=O (2-(4-methoxyphenyl)-3-oxo-3-(pyridin-4-yl)propionic acid methyl ester), [Cl-].[Na+] (sodium chloride), O (water). The solvent is CS(=O)C (dimethyl sulphoxide). Conditions: temperature 150 celsius, time 2 hour. Product: COC1=CC=C(C=C1)CC(=O)C1=CC=NC=C1 (2-(4-methoxyphenyl)-1-(pyridin-4-yl)ethanone). Reaction SMILES: COC(=O)[CH:4]([C:13]1[CH:18]=[CH:17][C:16]([O:19][CH3:20])=[CH:15][CH:14]=1)[C:5](=[O:12])[C:6]1[CH:11]=[CH:10][N:9]=[CH:8][CH:7]=1.[Cl-].[Na+].O>CS(C)=O>[CH3:20][O:19][C:16]1[CH:15]=[CH:14][C:13]([CH2:4][C:5]([C:6]2[CH:7]=[CH:8][N:9]=[CH:10][CH:11]=2)=[O:12])=[CH:18][CH:17]=1 |f:1.2|. Reported procedure: A mixture of 2-(4-methoxyphenyl)-3-oxo-3-(pyridin-4-yl)propionic acid methyl ester (14.7 g), sodium chloride (6.0 g) and water (1.9 cm3) in dimethyl sulphoxide (200 cm3) was stirred at 150° C. for 2 hours. The solution was cooled to room temperature, poured into water (600 cm3) and extracted with ethyl acetate-diethyl ether (1:1; 2×400 cm3). The extracts were dried (magnesium sulphate), filtered and concentrated to give 2-(4-methoxyphenyl)-1-(pyridin-4-yl)ethanone as a brown solid (10.2 g; 87%).... Reactants: ClC1=C(C(=CC=C1)Cl)N=C1N(CC(N1CC1=CC(=C(C=C1)OC)OC)COC1OCCCC1)CC1=CC(=C(C=C1)OC)OC (2-(2,6-dichlorophenylimino)-1,3 bis-(3,4 dimethoxy-benzyl)-4-(2-tetrahydropyranyl-oxy-methyl)imidazolidine). The solvent is Cl.CCO (HCl EtOH). The product is ClC1=C(C(=CC=C1)Cl)N=C1N(CC(N1CC1=CC(=C(C=C1)OC)OC)CO)CC1=CC(=C(C=C1)OC)OC (2-(2,6-dichlorophenylimino)-1,3 bis-(3,4 dimethoxybenzyl)-4-hydroxymethyl imidazolidine). Yield: 74.9%. RXN SMILES: [Cl:1][C:2]1[CH:7]=[CH:6][CH:5]=[C:4]([Cl:8])[C:3]=1[N:9]=[C:10]1[N:14]([CH2:15][C:16]2[CH:21]=[CH:20][C:19]([O:22][CH3:23])=[C:18]([O:24][CH3:25])[CH:17]=2)[CH:13]([CH2:26][O:27]C2CCCCO2)[CH2:12][N:11]1[CH2:34][C:35]1[CH:40]=[CH:39][C:38]([O:41][CH3:42])=[C:37]([O:43][CH3:44])[CH:36]=1>Cl.CCO>[Cl:8][C:4]1[CH:5]=[CH:6][CH:7]=[C:2]([Cl:1])[C:3]=1[N:9]=[C:10]1[N:14]([CH2:15][C:16]2[CH:21]=[CH:20][C:19]([O:22][CH3:23])=[C:18]([O:24][CH3:25])[CH:17]=2)[CH:13]([CH2:26][OH:27])[CH2:12][N:11]1[CH2:34][C:35]1[CH:40]=[CH:39][C:38]([O:41][CH3:42])=[C:37]([O:43][CH3:44])[CH:36]=1 |f:1.2|. Reported procedure: 9.66 g (15 mmol) of (8) were treated for 6 hours with 30 ml of 2N HCl/EtOH solution (5:5). After extraction with EtOAc, 7.2 g of crude sample were obtained. After silica gel column separation, using EtOAc/Hexane (6:4) as solvent, 6.3 g of (9) (75% yield) were obtained. The reactants are CNC, CS(C)=O, O=C(c1ccc(F)cc1)C1CC1. Yields the product CN(C)c1ccc(C(=O)C2CC2)cc1. Reaction SMILES: [CH3:13][NH:14][CH3:15].[CH3:16][S:17]([CH3:18])=[O:19].[F:1][c:2]1[cH:3][cH:4][c:5]([C:8](=[O:9])[CH:10]2[CH2:11][CH2:12]2)[cH:6][cH:7]1>>[c:2]1([N:14]([CH3:13])[CH3:15])[cH:3][cH:4][c:5]([C:8](=[O:9])[CH:10]2[CH2:11][CH2:12]2)[cH:6][cH:7]1.